Dataset: the Open Reaction Database (ORD), a public repository of structured organic reaction records. Task: describe an organic reaction: reactants, conditions, products, and yield As a reaction SMILES: C[O:2][C:3]([CH2:5][CH2:6][N:7]1[C:16]2[C:11](=[CH:12][CH:13]=[CH:14][CH:15]=2)[CH:10]([C:17]2[CH:22]=[CH:21][CH:20]=[CH:19][CH:18]=2)[N:9]([CH:23]2[CH2:28][CH2:27][N:26]([CH2:29][C:30]3[CH:35]=[CH:34][CH:33]=[CH:32][CH:31]=3)[CH2:25][CH2:24]2)[C:8]1=[O:36])=[O:4]>CO.[OH-].[Na+]>[C:3]([CH2:5][CH2:6][N:7]1[C:16]2[C:11](=[CH:12][CH:13]=[CH:14][CH:15]=2)[CH:10]([C:17]2[CH:22]=[CH:21][CH:20]=[CH:19][CH:18]=2)[N:9]([CH:23]2[CH2:24][CH2:25][N:26]([CH2:29][C:30]3[CH:35]=[CH:34][CH:33]=[CH:32][CH:31]=3)[CH2:27][CH2:28]2)[C:8]1=[O:36])([OH:4])=[O:2] |f:2.3|. Starting materials: COC(=O)CCN1C(N(C(C2=CC=CC=C12)C1=CC=CC=C1)C1CCN(CC1)CC1=CC=CC=C1)=O (1-(2methoxycarbonylethyl)-3-(1-benzylpiperidin-4-yl)-4-phenyl-3,4-dihydro-2(1H)-quinazolinone). Reaction conditions: time 2.5 hour. The product is C(=O)(O)CCN1C(N(C(C2=CC=CC=C12)C1=CC=CC=C1)C1CCN(CC1)CC1=CC=CC=C1)=O (1-(2-Carboxyethyl)-3-(1-benzylpiperidin-4-yl)-4-phenyl-3,4-dihydro-2(1H)-quinazolinone). The solvent is CO (methanol), [OH-].[Na+] (sodium hydroxide). Reported procedure: To a solution of 78 mg (0.16 mmol) of 1-(2methoxycarbonylethyl)-3-(1-benzylpiperidin-4-yl)-4-phenyl-3,4-dihydro-2(1H)-quinazolinone in 1 ml of methanol, 0.5 ml of 1N aqueous sodium hydroxide solution was added and stirred at room temperature for 2.5 hours. After neutralization with 1N hydrochloric acid, the reaction mixture was concentrated under reduced pressure, extracted with ethyl acetate and dried over anhydrous sodium sulfate. The solvent was evaporated under reduced pressure. Ether was ad...